Dataset: the Open Reaction Database (ORD), a public repository of structured organic reaction records. Task: describe an organic reaction: reactants, conditions, products, and yield The reactants are CCN=C=NCCCN(C)C, CCN(C(C)C)C(C)C, Cl, NN1CCOCC1, NCC(=O)N1CCC(Oc2cccc(C(F)(F)F)c2)CC1, O=C(O)c1cn(N2CCOCC2)nn1, CN(C)C=O, O, On1nnc2ccccc21. The product is O=C(NCC(=O)N1CCC(Oc2cccc(C(F)(F)F)c2)CC1)c1cn(N2CCOCC2)nn1. As a reaction SMILES: [CH3:41][CH2:42][N:43]=[C:44]=[N:45][CH2:46][CH2:47][CH2:48][N:49]([CH3:50])[CH3:51].[CH:1]([N:2]([CH2:3][CH3:4])[CH:5]([CH3:6])[CH3:7])([CH3:8])[CH3:9].[ClH:52].[NH2:24][N:25]1[CH2:26][CH2:27][O:28][CH2:29][CH2:30]1.[NH2:53][CH2:54][C:55](=[O:56])[N:57]1[CH2:58][CH2:59][CH:60]([O:63][c:64]2[cH:65][c:66]([C:70]([F:71])([F:72])[F:73])[cH:67][cH:68][cH:69]2)[CH2:61][CH2:62]1.[O:10]1[CH2:11][CH2:12][N:13]([n:16]2[n:17][n:18][c:19]([C:21](=[O:22])[OH:23])[cH:20]2)[CH2:14][CH2:15]1.[O:74]=[CH:75][N:76]([CH3:77])[CH3:78].[OH2:79].[OH:31][n:32]1[c:33]2[c:34]([cH:35][cH:36][cH:37][cH:38]2)[n:39][n:40]1>>[O:10]1[CH2:11][CH2:12][N:13]([n:16]2[n:17][n:18][c:19]([C:21](=[O:23])[NH:53][CH2:54][C:55](=[O:56])[N:57]3[CH2:58][CH2:59][CH:60]([O:63][c:64]4[cH:65][c:66]([C:70]([F:71])([F:72])[F:73])[cH:67][cH:68][cH:69]4)[CH2:61][CH2:62]3)[cH:20]2)[CH2:14][CH2:15]1. RXN SMILES: [Cl:1][C:2]1[C:17]([Cl:18])=[C:16]([OH:19])[CH:15]=[CH:14][C:3]=1[C:4](=[N:12][OH:13])[C:5]1[CH:10]=[CH:9][CH:8]=[CH:7][C:6]=1F.C1C=CC=CC=1.[H-].[Na+].Br[CH2:29][C:30]([O:32][CH2:33][CH3:34])=[O:31]>CN(C=O)C.C1(C)C=CC=CC=1.O>[O:13]1[C:6]2[CH:7]=[CH:8][CH:9]=[CH:10][C:5]=2[C:4]([C:3]2[CH:14]=[CH:15][C:16]([O:19][CH2:29][C:30]([O:32][CH2:33][CH3:34])=[O:31])=[C:17]([Cl:18])[C:2]=2[Cl:1])=[N:12]1 |f:2.3|. Reactants: ClC1=C(C(C2=C(C=CC=C2)F)=NO)C=CC(=C1Cl)O (2,3-dichloro-4-hydroxy-2'-fluorobenzophenone oxime), C1=CC=CC=C1 (benzene), [H-].[Na+] (NaH), BrCC(=O)OCC (ethyl bromoacetate), [H-].[Na+] (NaH). Reported procedure: To a solution of 18.42 g (0.06 m) of 2,3-dichloro-4-hydroxy-2'-fluorobenzophenone oxime of Example 2C in 120 ml of DMF and 120 ml of benzene 3.6 g (0.15 m) of NaH is added. The mixture is brought to a temperature of 80°-85° C. and held there for 3 hours. The mixture is cooled to room temperature and a solution of 11 g (0.066 m) of ethyl bromoacetate in 20 ml of DMF is added dropwise. After addition the mixture is stirred for 1/2 hour. Water is added to decompose excess NaH. The mixture is extrac... The product is O1N=C(C2=C1C=CC=C2)C2=C(C(=C(OCC(=O)OCC)C=C2)Cl)Cl (ethyl 4-(1,2-benzisoxazol-3-yl)-2,3-dichlorophenoxyacetate). Reaction conditions: time 3 hour. Solvent: C1(=CC=CC=C1)C (toluene), CN(C)C=O (DMF), CN(C)C=O (DMF), O (Water). Reactants: product, 1A, NC=1C=C(C(=O)NCC2=C(C=CC=C2)Br)C=CC1SC1=CC=C(C=C1)O (3-Amino-N-(2-bromo-benzyl)-4-(4-hydroxy-phenylsulfanyl)-benzamide), C(#N)C=1C(=NC=CC1)N=CN(C)C (N′-(3-cyano-pyridin-2-yl)-N,N-dimethyl-formamidine), NC=1C=C(C(=O)NC2=CC=C(C=C2)Br)C=CC1SC1=CC=C(C=C1)O (3-Amino-N-(4-bromo-phenyl)-4-(4-hydroxy-phenylsulfanyl)-benzamide), C(C)(C)C=1C=CC2=C(N=CN=C2NC=2C=C(C(=O)NC3=CC(=CC=C3)C(F)(F)F)C=CC2SC2=CC=C(C=C2)OC)N1 (3-(7-Isopropyl-pyrido[2,3-d]pyrimidin-4-ylamino)-4-(4-methoxy-phenylsulfanyl)-N-(3-trifluoromethyl-phenyl)-benzamide), C(#N)C=1C(=NC=CC1)N=CN(C)C (N′-(3-cyano-pyridin-2-yl)-N,N-dimethyl-formamidine). The product is BrC1=C(CNC(C2=CC(=C(C=C2)SC2=CC=C(C=C2)O)NC=2C3=C(N=CN2)N=CC=C3)=O)C=CC=C1 (N-(2-Bromo-benzyl)-4-(4-hydroxy-phenylsulfanyl)-3-(pyrido[2,3-d]pyrimidin-4-ylamino)-benzamide). The yield is 60.0%. As a reaction SMILES: [NH2:1][C:2]1[CH:3]=[C:4]([CH:16]=[CH:17][C:18]=1[S:19][C:20]1[CH:25]=[CH:24][C:23]([OH:26])=[CH:22][CH:21]=1)[C:5]([NH:7][CH2:8][C:9]1[CH:14]=[CH:13][CH:12]=[CH:11][C:10]=1[Br:15])=[O:6].C([C:29]1[C:30]([N:35]=[CH:36][N:37]([CH3:39])C)=[N:31][CH:32]=[CH:33][CH:34]=1)#N.C(C1C=CC2C(NC3C=C(C=CC=3SC3C=CC(OC)=CC=3)C(NC3C=CC=C(C(F)(F)F)C=3)=O)=NC=NC=2N=1)(C)C.NC1C=C(C=CC=1SC1C=CC(O)=CC=1)C(NC1C=CC(Br)=CC=1)=O>>[Br:15][C:10]1[CH:11]=[CH:12][CH:13]=[CH:14][C:9]=1[CH2:8][NH:7][C:5](=[O:6])[C:4]1[CH:16]=[CH:17][C:18]([S:19][C:20]2[CH:21]=[CH:22][C:23]([OH:26])=[CH:24][CH:25]=2)=[C:2]([NH:1][C:39]2[C:29]3[CH:34]=[CH:33][CH:32]=[N:31][C:30]=3[N:35]=[CH:36][N:37]=2)[CH:3]=1. Reported procedure: The product of Example 31A was reacted with the product of Example 29A using the procedure of Example 22C substituting the product of Example 3 1A for the product of Example 22B and substituting the product of Example 29A for the product of Example 8E to provide the crude title compound which was purified by column chromatography on silica gel using methanol/dichloromethane as eluent to provide the title product (58 mg, 60%). 1H NMR (300 MHz, DMSO-D6) δ ppm: 4.48 (d, J=5.88 Hz, 2 H) 6.84 (d, J=8...